Dataset: the Open Reaction Database (ORD), a public repository of structured organic reaction records. Task: describe an organic reaction: reactants, conditions, products, and yield The reactants are CN1CCN(c2cc(-c3ccc4c(c3)CNCC4)nc(N)n2)CC1, O=C(Cl)Cl, Cl, Cl, NC1CC1c1ccccc1. Yields the product CN1CCN(c2cc(-c3ccc4c(c3)CN(C(=O)NC3CC3c3ccccc3)CC4)nc(N)n2)CC1. As a reaction SMILES: [CH3:16][N:17]1[CH2:18][CH2:19][N:20]([c:23]2[n:24][c:25]([NH2:39])[n:26][c:27](-[c:29]3[cH:30][cH:31][c:32]4[c:37]([cH:38]3)[CH2:36][NH:35][CH2:34][CH2:33]4)[cH:28]2)[CH2:21][CH2:22]1.[Cl:12][C:13]([Cl:14])=[O:15].[ClH:1].[ClH:40].[c:2]1([CH:8]2[CH:9]([NH2:11])[CH2:10]2)[cH:3][cH:4][cH:5][cH:6][cH:7]1>>[c:2]1([CH:8]2[CH:9]([NH:11][C:13](=[O:15])[N:35]3[CH2:34][CH2:33][c:32]4[cH:31][cH:30][c:29](-[c:27]5[n:26][c:25]([NH2:39])[n:24][c:23]([N:20]6[CH2:19][CH2:18][N:17]([CH3:16])[CH2:22][CH2:21]6)[cH:28]5)[cH:38][c:37]4[CH2:36]3)[CH2:10]2)[cH:3][cH:4][cH:5][cH:6][cH:7]1. Starting materials: CCOC(COCCCCOc1c(CC)cc(OCC=C(Cl)Cl)cc1CC)OCC, CC(=O)O, Cl, O. Yields the product CCc1cc(OCC=C(Cl)Cl)cc(CC)c1OCCCCOCC=O. Reaction SMILES: [CH2:1]([CH3:2])[c:3]1[cH:4][c:5]([O:25][CH2:26][CH:27]=[C:28]([Cl:29])[Cl:30])[cH:6][c:7]([CH2:23][CH3:24])[c:8]1[O:9][CH2:10][CH2:11][CH2:12][CH2:13][O:14][CH2:15][CH:16]([O:17][CH2:21][CH3:22])[O:18][CH2:19][CH3:20].[CH3:31][C:32](=[O:33])[OH:34].[ClH:35].[OH2:36]>>[CH2:1]([CH3:2])[c:3]1[cH:4][c:5]([O:25][CH2:26][CH:27]=[C:28]([Cl:29])[Cl:30])[cH:6][c:7]([CH2:23][CH3:24])[c:8]1[O:9][CH2:10][CH2:11][CH2:12][CH2:13][O:14][CH2:15][CH:16]=[O:17]. Starting materials: CCOC(=O)c1cc(N=Cc2ccccc2)ccc1OC(C)=O, CCO, O. The product is CCOC(=O)c1cc(N)ccc1OC(C)=O. Reaction SMILES: [C:1]([CH3:2])(=[O:3])[O:4][c:5]1[c:6]([C:7](=[O:8])[O:9][CH2:10][CH3:11])[cH:12][c:13]([N:16]=[CH:17][c:18]2[cH:19][cH:20][cH:21][cH:22][cH:23]2)[cH:14][cH:15]1.[CH2:24]([OH:25])[CH3:26].[OH2:27]>>[C:1]([CH3:2])(=[O:3])[O:4][c:5]1[c:6]([C:7](=[O:8])[O:9][CH2:10][CH3:11])[cH:12][c:13]([NH2:16])[cH:14][cH:15]1.